This data is from the Open Reaction Database (ORD), a public repository of structured organic reaction records. The task is: describe an organic reaction: reactants, conditions, products, and yield RXN SMILES: [CH2:1]([NH:8][C@H:9]([CH2:16]C)[C:10]1[CH:15]=[CH:14][CH:13]=[CH:12][CH:11]=1)[C:2]1[CH:7]=[CH:6][CH:5]=[CH:4][CH:3]=1.C(=O)C1C=CC=CC=1.C([C@H](N)C1C=CC=CC=1)C>>[CH2:1]([NH:8][C@@H:9]([CH3:16])[C:10]1[CH:15]=[CH:14][CH:13]=[CH:12][CH:11]=1)[C:2]1[CH:7]=[CH:6][CH:5]=[CH:4][CH:3]=1. The reactants are C(C1=CC=CC=C1)N[C@@H](C1=CC=CC=C1)CC (N-benzyl-(R)-α-ethylbenzylamine), C(C1=CC=CC=C1)=O (benzaldehyde), C(C)[C@@H](C1=CC=CC=C1)N ((S)-α-ethylbenzylamine). Yields the product C(C1=CC=CC=C1)N[C@H](C1=CC=CC=C1)C (N-benzyl-(S)-α-methylbenzylamine). Reported procedure: Prepared as described earlier for N-benzyl-(R)-α-ethylbenzylamine from benzaldehyde (3.94 mL, 38.8 mmol) and (S)-α-ethylbenzylamine (5.0 mL, 38.8 mmol, 96% ee.) to afford 7.88 g (96%) of N-benzyl-(S)-α-methylbenzylamine as an oil contaminated with ~ 5% of benzyl alcohol and (S)-a-methylbenzylamine: 1H NMR (DMSO-d6, 250 MHz) δ 7.15-7.45 (m, 10 H, Ar), 3.69 (q, 1 H, J=6.5 Hz), 3.48 (dd, 2 H, J1 =13.6 Hz, J2 =20.9 Hz), 2.45 (br s, 1 H, NH), 1.26 (d, 3 H, J=6.5 Hz, CH3); 13C NMR (DMSO-d6) δ 146.0, 1... Isolated yield 96.0%. Starting materials: CC=1C=CC(=CC1NC=2N=CC=C(N2)C=3C=CC=NC3)C(=O)NC=4C=C(C=C(C4)N5C=C(N=C5)C)C(F)(F)F (Nilotinib), C([C@@H](O)CC(=O)O)(=O)O (L-malic acid). Solvent: CC(C)(C)OC (MTBE). Conditions: temperature 5 celsius, time 8 hour. The product is CC=1C=CC(=CC1NC=2N=CC=C(N2)C=3C=CC=NC3)C(=O)NC=4C=C(C=C(C4)N5C=C(N=C5)C)C(F)(F)F.C([C@@H](O)CC(=O)[O-])(=O)[O-] (Nilotinib L-malate). As a reaction SMILES: [CH3:1][C:2]1[CH:3]=[CH:4][C:5]([C:21]([NH:23][C:24]2[CH:25]=[C:26]([C:36]([F:39])([F:38])[F:37])[CH:27]=[C:28]([N:30]3[CH:34]=[N:33][C:32]([CH3:35])=[CH:31]3)[CH:29]=2)=[O:22])=[CH:6][C:7]=1[NH:8][C:9]1[N:10]=[CH:11][CH:12]=[C:13]([C:15]2[CH:16]=[CH:17][CH:18]=[N:19][CH:20]=2)[N:14]=1.[C:40]([OH:48])(=[O:47])[C@H:41]([CH2:43][C:44]([OH:46])=[O:45])[OH:42]>CC(OC)(C)C>[CH3:1][C:2]1[CH:3]=[CH:4][C:5]([C:21]([NH:23][C:24]2[CH:25]=[C:26]([C:36]([F:38])([F:39])[F:37])[CH:27]=[C:28]([N:30]3[CH:34]=[N:33][C:32]([CH3:35])=[CH:31]3)[CH:29]=2)=[O:22])=[CH:6][C:7]=1[NH:8][C:9]1[N:10]=[CH:11][CH:12]=[C:13]([C:15]2[CH:16]=[CH:17][CH:18]=[N:19][CH:20]=2)[N:14]=1.[C:40]([O-:48])(=[O:47])[C@H:41]([CH2:43][C:44]([O-:46])=[O:45])[OH:42] |f:3.4|. Reported procedure: Nilotinib base (0.300 g, 0.57 mmol) was dissolved in TFE (2 mL) at 40° C. to obtain a mixture. The mixture was stirred and added to a solution of L-malic acid (0.038 g, 0.28 mmol) in TFE (1 mL) at 40° C. The resulting clear solution was stirred for about 4 h at 40° C. and subsequently cooled to 5° C. The mixture was kept at 5° C. overnight and then MTBE (1.5 v/v) was added to the mixture at room temperature leading to precipitation. The precipitate was filtered and the filter cake was dried at 4... Reactants: ClCCl, CCOC(=O)c1nc(Nc2ccc(CO)cc2)nc(Nc2ccccc2OC)c1N, CCOC(=O)c1nc(Nc2ccc(Cn3ccnc3)cc2)nc2c1[nH]c(=O)n2-c1ccccc1OC. The product is COc1ccccc1-n1c(=O)[nH]c2c(C(N)=O)nc(Nc3ccc(Cn4ccnc4)cc3)nc21. RXN SMILES: [Cl:67][CH2:68][Cl:69].[NH2:37][c:38]1[c:39]([C:40]([O:41][CH2:42][CH3:43])=[O:44])[n:45][c:46]([NH:47][c:48]2[cH:49][cH:50][c:51]([CH2:52][OH:53])[cH:54][cH:55]2)[n:56][c:57]1[NH:58][c:59]1[cH:60][cH:61][cH:62][cH:63][c:64]1[O:65][CH3:66].[n:1]1([CH2:6][c:7]2[cH:8][cH:9][c:10]([NH:13][c:14]3[n:15][c:16]([C:32]([O:34][CH2:33][CH3:35])=[O:36])[c:17]4[nH:18][c:19](=[O:31])[n:20](-[c:23]5[c:24]([O:29][CH3:30])[cH:25][cH:26][cH:27][cH:28]5)[c:21]4[n:22]3)[cH:11][cH:12]2)[cH:2][n:3][cH:4][cH:5]1>>[n:1]1([CH2:6][c:7]2[cH:8][cH:9][c:10]([NH:13][c:14]3[n:15][c:16]([C:32](=[O:34])[NH2:37])[c:17]4[nH:18][c:19](=[O:31])[n:20](-[c:23]5[c:24]([O:29][CH3:30])[cH:25][cH:26][cH:27][cH:28]5)[c:21]4[n:22]3)[cH:11][cH:12]2)[cH:2][n:3][cH:4][cH:5]1. Starting materials: C(CC)N(CCC)C(C(=O)OCC)(C(=O)OCC)CC1=C(C(=CC=C1)OC)N(C(C)=O)C(C)=O (Diethyl (dipropylamino){(2-(diacetylamino)-3-methoxyphenyl)methyl}propanedioate), O (water). The solvent is [O-]CC.[Na+] (sodium ethoxide), C(C)O (ethanol). Conditions: time 20 minute. The product is C(CC)N(C1C(NC2=C(C=CC=C2C1)OC)=O)CCC (3-(dipropylamino)-3, 4-dihydro-8-methoxy-2(1H)quinolinone). The yield is 90.1%. Reaction SMILES: [CH2:1]([N:4]([C:8]([CH2:19][C:20]1[CH:25]=[CH:24][CH:23]=[C:22]([O:26][CH3:27])[C:21]=1[N:28]([C:32](=[O:34])C)C(=O)C)(C(OCC)=O)C(OCC)=O)[CH2:5][CH2:6][CH3:7])[CH2:2][CH3:3].O>[O-]CC.[Na+].C(O)C>[CH2:5]([N:4]([CH2:1][CH2:2][CH3:3])[CH:8]1[CH2:19][C:20]2[C:21](=[C:22]([O:26][CH3:27])[CH:23]=[CH:24][CH:25]=2)[NH:28][C:32]1=[O:34])[CH2:6][CH3:7] |f:2.3|. Procedure details: Diethyl (dipropylamino){(2-(diacetylamino)-3-methoxyphenyl)methyl}propanedioate (6.34 g) was dissolved in sodium ethoxide in ethanol (150 mL of 1.4 M). After 20 min, the solution was heated under reflux for 15 hours; water was added to the reaction after 1 hour (1 mL), 3 hours (2 mL), 4 hours (5 mL) and 5 hours (15 mL). The solution was filtered to remove precipitated inorganic material and the solvents were removed trader reduced pressure, and the residue was partitioned between ethyl acetate a... The reactants are O=C(OOC(=O)c1ccccc1)c1ccccc1, ClC(Cl)(Cl)Cl, O=C1CCC(=O)N1Br, CCOC(=O)c1onc(-c2ccco2)c1C. Product: CCOC(=O)c1onc(-c2ccc(Br)o2)c1C. RXN SMILES: [C:25]([O:26][O:27][C:28](=[O:29])[c:30]1[cH:31][cH:32][cH:33][cH:34][cH:35]1)(=[O:36])[c:37]1[cH:38][cH:39][cH:40][cH:41][cH:42]1.[C:43]([Cl:44])([Cl:45])([Cl:46])[Cl:47].[O:17]=[C:18]1[N:19]([Br:24])[C:20](=[O:21])[CH2:22][CH2:23]1.[o:1]1[c:2](-[c:6]2[n:7][o:8][c:9]([C:12](=[O:13])[O:14][CH2:15][CH3:16])[c:10]2[CH3:11])[cH:3][cH:4][cH:5]1>>[o:1]1[c:2](-[c:6]2[n:7][o:8][c:9]([C:12](=[O:13])[O:14][CH2:15][CH3:16])[c:10]2[CH3:11])[cH:3][cH:4][c:5]1[Br:24]. The reactants are C(C)(C)C1=C2C(NS(=O)(=O)C2=CC(=C1)OC)=O (4-isopropyl-6-methoxysaccharin), ice water, [Al+3].[Cl-].[Cl-].[Cl-] (AlCl3), C(C)S (ethanethiol), Cl (HCl). Solvent: C(Cl)(Cl)Cl (chloroform), C(Cl)(Cl)Cl (chloroform). Conditions: time 3.5 hour. Product: OC1=CC(=C2C(NS(=O)(=O)C2=C1)=O)C(C)C (6-hydroxy-4-isopropylsaccharin). The yield is 97.8%. RXN SMILES: [Al+3].[Cl-].[Cl-].[Cl-].C(S)C.[CH:8]([C:11]1[CH:21]=[C:20]([O:22]C)[CH:19]=[C:18]2[C:12]=1[C:13](=[O:24])[NH:14][S:15]2(=[O:17])=[O:16])([CH3:10])[CH3:9].Cl>C(Cl)(Cl)Cl>[OH:22][C:20]1[CH:19]=[C:18]2[C:12]([C:13](=[O:24])[NH:14][S:15]2(=[O:17])=[O:16])=[C:11]([CH:8]([CH3:10])[CH3:9])[CH:21]=1 |f:0.1.2.3|. Reported procedure: An alternative procedure was also used. To a stirred suspension of 62.74 g (0.47 mol) of AlCl3 in 500 mL of chloroform at 0° C. was added 43.9 g (0.7 mol) of ethanethiol. Within minutes a clear solution formed. To this a solution of 20.0 g (0.078 mol) of 4-isopropyl-6-methoxysaccharin in 550 mL of chloroform was added over a 30-min period. This solution was allowed to warm to RT and stirred for 3-4 hrs. at 60° C. After cooling, the mixture was poured into ice-water and acidified with dilute HCl....